This data is from the Open Reaction Database (ORD), a public repository of structured organic reaction records. The task is: describe an organic reaction: reactants, conditions, products, and yield The reactants are CNC(NNC(=O)C1=CC2=CC=CC=C2C=C1)=S (4-Methyl-1-(2-naphthoyl)thiosemicarbazide), C(=O)(O)[O-].[Na+] (NaHCO3), Cl (hydrochloric acid). Product: CN1C(NN=C1C1=CC2=CC=CC=C2C=C1)=S (2,4-Dihydro -4-methyl-5-(2-naphthyl)-3H-1,2,4-triazole-3-thione). As a reaction SMILES: [CH3:1][NH:2][C:3](=[S:18])[NH:4][NH:5][C:6]([C:8]1[CH:17]=[CH:16][C:15]2[C:10](=[CH:11][CH:12]=[CH:13][CH:14]=2)[CH:9]=1)=O.C([O-])(O)=O.[Na+].Cl>>[CH3:1][N:2]1[C:6]([C:8]2[CH:17]=[CH:16][C:15]3[C:10](=[CH:11][CH:12]=[CH:13][CH:14]=3)[CH:9]=2)=[N:5][NH:4][C:3]1=[S:18] |f:1.2|. Procedure: 4-Methyl-1-(2-naphthoyl)thiosemicarbazide (12.9 g, 4.97 ×10-2 mole) and 1 molar aqueous NaHCO3 (480 ml, 4.80×10-1 mole) were stirred and warmed to reflux. After refluxing overnight, the reaction was cooled in an ice bath before being acidified by the dropwise addition of concentrated hydrochloric acid (40 ml, 4.8×10-1 mole). The resulting product was collected by filtration and dried by suction. Crystallization from ethanol afforded beige needles, Mp 223°- 225° C.